From a dataset of the Open Reaction Database (ORD), a public repository of structured organic reaction records. describe an organic reaction: reactants, conditions, products, and yield Starting materials: NN1C(CC[C@H]1COCC1=CC=CC=C1)=O ((S)-1-amino-5-benzyloxymethyl-pyrrolidin-2-one), FC1=CC=C(C=C1)CC(=O)C1=NC(=CC=C1)C (2-(4-fluoro-phenyl)-1-(6-methyl-pyridin-2-yl)-ethanone). The solvent is C1(=CC=CC=C1)C (toluene). Product: C(C1=CC=CC=C1)OC[C@@H]1CCC(N1N=C(CC1=CC=C(C=C1)F)C1=NC(=CC=C1)C)=O ((S)-5-Benzyloxymethyl-1-[2-(4-fluoro-phenyl)-1-(6-methyl-pyridin-2-yl)-ethylideneamino]-pyrrolidin-2-one). As a reaction SMILES: [NH2:1][N:2]1[C@H:6]([CH2:7][O:8][CH2:9][C:10]2[CH:15]=[CH:14][CH:13]=[CH:12][CH:11]=2)[CH2:5][CH2:4][C:3]1=[O:16].[F:17][C:18]1[CH:23]=[CH:22][C:21]([CH2:24][C:25]([C:27]2[CH:32]=[CH:31][CH:30]=[C:29]([CH3:33])[N:28]=2)=O)=[CH:20][CH:19]=1>C1(C)C=CC=CC=1>[CH2:9]([O:8][CH2:7][C@H:6]1[N:2]([N:1]=[C:25]([C:27]2[CH:32]=[CH:31][CH:30]=[C:29]([CH3:33])[N:28]=2)[CH2:24][C:21]2[CH:20]=[CH:19][C:18]([F:17])=[CH:23][CH:22]=2)[C:3](=[O:16])[CH2:4][CH2:5]1)[C:10]1[CH:15]=[CH:14][CH:13]=[CH:12][CH:11]=1. Reported procedure: A mixture of (S)-1-amino-5-benzyloxymethyl-pyrrolidin-2-one (0.5 g, 2.27 mmol) and 2-(4-fluoro-phenyl)-1-(6-methyl-pyridin-2-yl)-ethanone (0.52 g, 2.27 mmol) in toluene (2.5 mL) in a round bottom flask equipped with a Dean-Stark apparatus is refluxed for 1 h. The mixture is concentrated in vacuo and the residue chromatographed on SiO2 (40% ethyl acetate/hexanes) to yield the title compound, 500 mg (52%), as a pale yellow oil. The reactants are C(C(C)=C)C=1C=C(C(=O)C2=CC=CC=C2)C=CC1OC(C(C)(C)C)=O (3-methallyl-4-pivaloyloxybenzophenone), solution, C12CCCC(CCC1)B2 (9-borabicyclo[3.3.1]nonane), [OH-].[Na+] (sodium hydroxide), OO (hydrogen peroxide), C([O-])([O-])=O.[K+].[K+] (potassium carbonate). The solvent is C1CCOC1 (THF), C1CCOC1 (THF), O (water), C(C)O (ethanol). Run at temperature 50 celsius, time 1 hour. The product is CC(CC=1C=C(C(=O)C2=CC=CC=C2)C=CC1OC(C(C)(C)C)=O)CO (3-(2-methyl-3-hydroxypropyl)-4-pivaloyloxybenzophenone). Reaction SMILES: [CH2:1]([C:5]1[CH:6]=[C:7]([CH:16]=[CH:17][C:18]=1[O:19][C:20](=[O:25])[C:21]([CH3:24])([CH3:23])[CH3:22])[C:8]([C:10]1[CH:15]=[CH:14][CH:13]=[CH:12][CH:11]=1)=[O:9])[C:2](=[CH2:4])[CH3:3].C12BC(CCC1)CCC2.[OH-].[Na+].OO.C(=O)([O-])[O-:40].[K+].[K+]>C1COCC1.O.C(O)C>[CH3:4][CH:2]([CH2:3][OH:40])[CH2:1][C:5]1[CH:6]=[C:7]([CH:16]=[CH:17][C:18]=1[O:19][C:20](=[O:25])[C:21]([CH3:24])([CH3:23])[CH3:22])[C:8]([C:10]1[CH:15]=[CH:14][CH:13]=[CH:12][CH:11]=1)=[O:9] |f:2.3,5.6.7|. Procedure details: A solution of 15.0 g of 3-methallyl-4-pivaloyloxybenzophenone in 30 ml of THF was treated with 100 ml of 0.5M solution of 9-borabicyclo[3.3.1]nonane in THF at 0° C. The mixture was stirred at 25° C. for 3 h and at 50° C. for 1 h. To the cooled reaction mixture were added 30 ml of ethanol, 9.5 ml of 6N sodium hydroxide, and 18 ml of 30% hydrogen peroxide. After stirring at 25° C. for 2 h, the oxidation mixture was treated with solid potassium carbonate followed by a small amount of water. The org... Reactants: S1C=CC=2N=CC=3CN(CCC3C21)C=2C=C(C(=O)O)C=CC2 (3-(8,9-dihydrothieno[3,2-c]-2,7-naphthyridin-7(6H)-yl)benzoic acid), C(C)(C)N(C(C)C)CC (N, N-diisopropylethylamine), C(C)C=1C=C(N)C=CC1 (3-ethylaniline), CCCP(=O)=O (propylphosphonic anhydride). Reagents/catalysts: CN(C)C=1C=CN=CC1 (DMAP). The solvent is ClCCCl (1,2-dichloroethane). Run at time 7 minute. The product is S1C=CC=2N=CC=3CN(CCC3C21)C=2C=C(C(=O)NC1=CC(=CC=C1)CC)C=CC2 (3-(8,9-dihydrothieno[3,2-c]-2,7-naphthyridin-7(6H)-yl)-N-(3-ethylphenyl)benzamide). Isolated yield 68.5%. Reaction SMILES: [S:1]1[C:13]2[C:12]3[CH2:11][CH2:10][N:9]([C:14]4[CH:15]=[C:16]([CH:20]=[CH:21][CH:22]=4)[C:17]([OH:19])=O)[CH2:8][C:7]=3[CH:6]=[N:5][C:4]=2[CH:3]=[CH:2]1.C(N(CC)C(C)C)(C)C.CCCP(=O)=O.[CH2:38]([C:40]1[CH:41]=[C:42]([CH:44]=[CH:45][CH:46]=1)[NH2:43])[CH3:39]>CN(C1C=CN=CC=1)C.ClCCCl>[S:1]1[C:13]2[C:12]3[CH2:11][CH2:10][N:9]([C:14]4[CH:15]=[C:16]([CH:20]=[CH:21][CH:22]=4)[C:17]([NH:43][C:42]4[CH:44]=[CH:45][CH:46]=[C:40]([CH2:38][CH3:39])[CH:41]=4)=[O:19])[CH2:8][C:7]=3[CH:6]=[N:5][C:4]=2[CH:3]=[CH:2]1. Procedure: To a mixture of 3-(8,9-dihydrothieno[3,2-c]-2,7-naphthyridin-7(6H)-yl)benzoic acid (0.113 mmol, 35 mg), N, N-diisopropylethylamine (0.339 mmol, 0.059 mL), and catalytic DMAP in 1.2 mL 1,2-dichloroethane at rt was added propylphosphonic anhydride solution (50 wt % in EtOAc, 0.136 mmol, 0.081 mL). After 7 min at rt, 3-ethylaniline (0.17 mmol, 0.021 mL) was added and the reaction stirred at rt for 5 hours. The reaction was quenched into dilute aqueous NaHCO3 solution, extracted with EtOAc, the EtOA... The reactants are Cl (hydrochloric acid), C(C1=CC=CC=C1)(=O)N1CCC(CC1)(C(=O)OCC)CC1=CC=CC=C1 (ethyl 1-benzoyl-4-(phenylmethyl)-4-piperidinecarboxylate), CC(C)([O-])C.[K+] (potassium tert-butoxide), ice water. Run in CS(=O)C (dimethyl sulfoxide). Conditions: time 2 hour. Yields the product C(C1=CC=CC=C1)(=O)N1CCC(CC1)(C(=O)O)CC1=CC=CC=C1 (1-Benzoyl-4-(phenylmethyl)-4-piperidinecarboxylic acid). The yield is 78.9%. Reaction SMILES: [C:1]([N:9]1[CH2:14][CH2:13][C:12]([CH2:20][C:21]2[CH:26]=[CH:25][CH:24]=[CH:23][CH:22]=2)([C:15]([O:17]CC)=[O:16])[CH2:11][CH2:10]1)(=[O:8])[C:2]1[CH:7]=[CH:6][CH:5]=[CH:4][CH:3]=1.CC(C)([O-])C.[K+].Cl>CS(C)=O>[C:1]([N:9]1[CH2:10][CH2:11][C:12]([CH2:20][C:21]2[CH:26]=[CH:25][CH:24]=[CH:23][CH:22]=2)([C:15]([OH:17])=[O:16])[CH2:13][CH2:14]1)(=[O:8])[C:2]1[CH:3]=[CH:4][CH:5]=[CH:6][CH:7]=1 |f:1.2|. Procedure details: To 10.7 g (26 mmoles) crude ethyl 1-benzoyl-4-(phenylmethyl)-4-piperidinecarboxylate was added a solution of 14.6 g (130 mmoles) potassium tert-butoxide in 130 ml dimethyl sulfoxide. The resulting purple solution was stirred 2 hours to give a dark orange solution. The solution was poured into 500 ml rapidly stirred ice-water and acidified with 12 ml concentrated hydrochloric acid. The resulting white precipitate was filtered off, washed with 3×20 ml cold water, then dissolved in 200 ml ether. Th... Reactants: O (water), C(C1=CC=CC=C1)OC1=C(C#N)C(=CN=C1)OCC1=CC=CC=C1 (3,5-bis(benzyloxy)isonicotinonitrile), C(=O)([O-])[O-].[K+].[K+] (K2CO3), OO (H2O2). Run in CS(=O)C (DMSO). Product: C(C1=CC=CC=C1)OC1=C(C(=O)N)C(=CN=C1)OCC1=CC=CC=C1 (3,5-bis(benzyloxy)isonicotinamide). The yield is 83.3%. As a reaction SMILES: [CH2:1]([O:8][C:9]1[CH:16]=[N:15][CH:14]=[C:13]([O:17][CH2:18][C:19]2[CH:24]=[CH:23][CH:22]=[CH:21][CH:20]=2)[C:10]=1[C:11]#[N:12])[C:2]1[CH:7]=[CH:6][CH:5]=[CH:4][CH:3]=1.C([O-])([O-])=[O:26].[K+].[K+].OO.O>CS(C)=O>[CH2:1]([O:8][C:9]1[CH:16]=[N:15][CH:14]=[C:13]([O:17][CH2:18][C:19]2[CH:24]=[CH:23][CH:22]=[CH:21][CH:20]=2)[C:10]=1[C:11]([NH2:12])=[O:26])[C:2]1[CH:3]=[CH:4][CH:5]=[CH:6][CH:7]=1 |f:1.2.3|. Reported procedure: To a mixture of 3,5-bis(benzyloxy)isonicotinonitrile (2.5 g, 7.9 mmol, 1 eq.) and K2CO3 (4.37 g, 31.6 mmol, 4 eq.) in DMSO (10 mL) was added H2O2 (30% in water, 2.0 mL) at rt. The mixture was stirred at rt O/N and added water (50 mL). The solid was collected and dried to give 3,5-bis(benzyloxy)isonicotinamide (2.2 g, 83%) as a white solid. 1H NMR (400 MHz, CDCl3) δ 8.13 (s, 2H), 7.59-7.33 (m, 10H), 5.83 (s, 2H), 5.25 (s, 4H), 4.81 (s, 2H). LRMS (M+H+) m/z 335.1 Product: Cc1ccc(C2C3=C(COCC3=O)NC3=C2C(=O)OC3)cc1Br. As a reaction SMILES: [Br-:31].[Br-:32].[Br-:33].[Br:1][c:2]1[cH:3][c:4]([CH:9]2[C:10]3=[C:11]([NH:12][C:13]([CH3:19])=[C:14]2[C:15](=[O:16])[O:17][CH3:18])[CH2:20][O:21][CH2:22][C:23]3=[O:24])[cH:5][cH:6][c:7]1[CH3:8].[CH:52]([Cl:53])([Cl:54])[Cl:55].[cH:25]1[cH:26][cH:27][n:28][cH:29][cH:30]1.[nH+:34]1[cH:35][cH:36][cH:37][cH:38][cH:39]1.[nH+:40]1[cH:41][cH:42][cH:43][cH:44][cH:45]1.[nH+:46]1[cH:47][cH:48][cH:49][cH:50][cH:51]1>>[Br:1][c:2]1[cH:3][c:4]([CH:9]2[C:10]3=[C:11]([NH:12][C:13]4=[C:14]2[C:15](=[O:16])[O:17][CH2:18]4)[CH2:20][O:21][CH2:22][C:23]3=[O:24])[cH:5][cH:6][c:7]1[CH3:8]. The reactants are [Br-], [Br-], [Br-], COC(=O)C1=C(C)NC2=C(C(=O)COC2)C1c1ccc(C)c(Br)c1, ClC(Cl)Cl, c1ccncc1, c1cc[nH+]cc1, c1cc[nH+]cc1, c1cc[nH+]cc1.